Task: describe an organic reaction: reactants, conditions, products, and yield. Dataset: the Open Reaction Database (ORD), a public repository of structured organic reaction records RXN SMILES: [CH3:1][NH2:2].[Cl:3][C:4]1[CH:11]=[C:10](F)[C:9]([N+:13]([O-:15])=[O:14])=[CH:8][C:5]=1[C:6]#[N:7]>C1COCC1>[Cl:3][C:4]1[CH:11]=[C:10]([NH:2][CH3:1])[C:9]([N+:13]([O-:15])=[O:14])=[CH:8][C:5]=1[C:6]#[N:7]. Product: ClC1=C(C#N)C=C(C(=C1)NC)[N+](=O)[O-] (2-Chloro-4-(methylamino)-5-nitrobenzonitrile). Reactants: CN (MeNH2), ClC1=C(C#N)C=C(C(=C1)F)[N+](=O)[O-] (2-chloro-4-fluoro-5-nitrobenzonitrile). Conditions: temperature -20 celsius, time 1 hour. Solvent: C1CCOC1 (THF), C1CCOC1 (THF). Procedure: A solution of MeNH2 in THF (14.9 mL, 2 M, 29.8 mmol) was added dropwise to a solution of 2-chloro-4-fluoro-5-nitrobenzonitrile (3.0 g, 15 mmol) in THF (100 mL) at −20° C. The mixture was stirred at −20° C. for 1 h and thereafter concentrated, washed with brine and extracted with EtOAc. The organic layer was dried over Na2SO4, filtered and concentrated. The resulting residue was washed with PE to give the sub-title compound.